Task: describe an organic reaction: reactants, conditions, products, and yield. Dataset: the Open Reaction Database (ORD), a public repository of structured organic reaction records Reactants: N1[C@@H](CC2=CC=CC=C2C1)C(=O)O (Tic), [OH-].[Na+] (NaOH), CO (Methanol), [OH-].[Na+] (sodium hydroxide), ClC1=C(C(=O)OC)C(=CC(=C1)C(=O)N[C@H](C)C1=CC=CC2=CC=CC=C12)Cl (2,6-dichloro-4-[[[(1R)-1-(1-naphthalenyl)ethyl]amino]carbonyl]benzoic acid, methyl ester), [OH-].[Na+] (NaOH). Solvent: O (water), O1CCCC1 (tetrahydrofuran). Conditions: time 8 hour. Product: ClC1=C(C(=O)O)C(=CC(=C1)C(=O)N[C@H](C)C1=CC=CC2=CC=CC=C12)Cl (2,6-dichloro-4-[[[(1R)-1-(1-naphthalenyl)ethyl]amino]carbonyl]benzoic acid). The yield is 89.0%. As a reaction SMILES: [OH-].[Na+].[Cl:3][C:4]1[CH:13]=[C:12]([C:14]([NH:16][C@@H:17]([C:19]2[C:28]3[C:23](=[CH:24][CH:25]=[CH:26][CH:27]=3)[CH:22]=[CH:21][CH:20]=2)[CH3:18])=[O:15])[CH:11]=[C:10]([Cl:29])[C:5]=1[C:6]([O:8]C)=[O:7].N1CC2C(=CC=CC=2)C[C@H]1C(O)=O.CO>O.O1CCCC1>[Cl:3][C:4]1[CH:13]=[C:12]([C:14]([NH:16][C@@H:17]([C:19]2[C:28]3[C:23](=[CH:24][CH:25]=[CH:26][CH:27]=3)[CH:22]=[CH:21][CH:20]=2)[CH3:18])=[O:15])[CH:11]=[C:10]([Cl:29])[C:5]=1[C:6]([OH:8])=[O:7] |f:0.1|. Procedure details: A solution of sodium hydroxide (0.62 g, 15.5 mmol) in water (100 mL) was added to a solution of 2,6-dichloro-4-[[[(1R)-1-(1-naphthalenyl)ethyl]amino]carbonyl]benzoic acid, methyl ester (5.62 g, 14.0 mmol) in tetrahydrofuran (100 mL). The solution was stirred overnight at room temperature. Tic indicated that the reaction was not complete. 1 M NaOH (20 mL) was added and the mixture was heated at reflux for 6 h. Methanol (100 mL) was added and the mixture was stirred overnight at room temperature. ... Starting materials: BrC=1C=C(C(=NC1)Cl)F (5-bromo-2-chloro-3-fluoropyridine), [Cl-].C(C)(C)(C)OC(C[Zn+])=O ((2-tert-butoxy-2-oxoethyl) zinc(II) chloride), CCOCC (ether). Reagents/catalysts: C=1C=CC(=CC1)/C=C/C(=O)/C=C/C2=CC=CC=C2.C=1C=CC(=CC1)/C=C/C(=O)/C=C/C2=CC=CC=C2.[Pd] (Pd(dba)2), CC(C)(C)P([C-]1C=CC=C1)C(C)(C)C.C1=CC=C(C=C1)[C-]2C(=C(C(=C2C3=CC=CC=C3)C4=CC=CC=C4)C5=CC=CC=C5)C6=CC=CC=C6.[Fe+2] (Q-phos). Run in C1CCOC1 (THF). Conditions: temperature 100 celsius, time 1 hour. Product: ClC1=C(C=C(C=N1)CC(=O)OC(C)(C)C)F (tert-butyl 2-(6-chloro-5-fluoropyridin-3-yl)acetate). RXN SMILES: Br[C:2]1[CH:3]=[C:4]([F:9])[C:5]([Cl:8])=[N:6][CH:7]=1.[Cl-].[C:11]([O:15][C:16](=[O:19])[CH2:17][Zn+])([CH3:14])([CH3:13])[CH3:12].CCOCC>C1C=CC(/C=C/C(/C=C/C2C=CC=CC=2)=O)=CC=1.C1C=CC(/C=C/C(/C=C/C2C=CC=CC=2)=O)=CC=1.[Pd].CC(P(C(C)(C)C)[C-]1C=CC=C1)(C)C.C1C=CC([C-]2C(C3C=CC=CC=3)=C(C3C=CC=CC=3)C(C3C=CC=CC=3)=C2C2C=CC=CC=2)=CC=1.[Fe+2].C1COCC1>[Cl:8][C:5]1[N:6]=[CH:7][C:2]([CH2:17][C:16]([O:15][C:11]([CH3:14])([CH3:13])[CH3:12])=[O:19])=[CH:3][C:4]=1[F:9] |f:1.2,4.5.6,7.8.9|. Reported procedure: To a sealed tube were added 5-bromo-2-chloro-3-fluoropyridine 190-1 (210 mg, 1.0 mmol), 0.5 M (2-tert-butoxy-2-oxoethyl) zinc(II) chloride 86-5 in ether (2.4 mL, 1.2 mmol), Pd(dba)2 (29 mg, 0.005 mmol), Q-phos (71 mg, 0.10 mmol) and THF (3 mL). The reaction mixture was bubbled with nitrogen for 1 minute and stirred at 100° C. for 1 hour. After cooling to room temperature, all the solvents were evaporated and the residue was redissolved in ethyl acetate, washed with water and brine, dried over Na... The reactants are CC(C)(C)OC(=O)NCCCc1cccc(Br)c1, C#CC1CC1, CC(C)NC(C)C, [Cu]I, Cl[Pd]Cl, Cc1ccccc1P(c1ccccc1C)c1ccccc1C, c1ccc(P(c2ccccc2)c2ccccc2)cc1, c1ccc(P(c2ccccc2)c2ccccc2)cc1. Product: CC(C)(C)OC(=O)NCCCc1cccc(C#CC2CC2)c1. Reaction SMILES: [Br:1][c:2]1[cH:3][c:4]([CH2:8][CH2:9][CH2:10][NH:11][C:12]([O:13][C:14]([CH3:15])([CH3:16])[CH3:17])=[O:18])[cH:5][cH:6][cH:7]1.[CH:19]1([C:22]#[CH:23])[CH2:20][CH2:21]1.[CH:46]([NH:47][CH:48]([CH3:49])[CH3:50])([CH3:51])[CH3:52].[Cu:94][I:95].[Pd:53]([Cl:54])[Cl:55].[c:24]1([CH3:25])[cH:26][cH:27][cH:28][cH:29][c:30]1[P:31]([c:32]1[cH:33][cH:34][cH:35][cH:36][c:37]1[CH3:38])[c:39]1[cH:40][cH:41][cH:42][cH:43][c:44]1[CH3:45].[c:56]1([P:57]([c:58]2[cH:59][cH:60][cH:61][cH:62][cH:63]2)[c:64]2[cH:65][cH:66][cH:67][cH:68][cH:69]2)[cH:70][cH:71][cH:72][cH:73][cH:74]1.[c:75]1([P:76]([c:77]2[cH:78][cH:79][cH:80][cH:81][cH:82]2)[c:83]2[cH:84][cH:85][cH:86][cH:87][cH:88]2)[cH:89][cH:90][cH:91][cH:92][cH:93]1>>[c:2]1([C:23]#[C:22][CH:19]2[CH2:20][CH2:21]2)[cH:3][c:4]([CH2:8][CH2:9][CH2:10][NH:11][C:12]([O:13][C:14]([CH3:15])([CH3:16])[CH3:17])=[O:18])[cH:5][cH:6][cH:7]1. Reactants: BrC1=CC=C(CC=2SC(=C(C2C(=O)C2=CC(=C(C=C2)OC)C2CCCC2)C)C)C=C1 ([2-(4-bromobenzyl)4,5-dimethyl-thiophen-3-yl]-(3-cyclopentyl-4-methoxy-phenyl)-methanone), CC=1SC=CC1C (2.3-Dimethylthiophene). Solvent: C(Cl)Cl (CH2Cl2). Yields the product BrC1=CC=C(CC=2SC(=C(C2C(=O)C2=CC(=C(C=C2)O)C2CCCC2)C)C)C=C1 ([2-(4-Bromobenzyl)-4,5-dimethyl-thiophen-3-yl]-(3-cyclopentyl-4-hydroxy-phenyl)-methanone). Yield: 73.6%. Reaction SMILES: [Br:1][C:2]1[CH:30]=[CH:29][C:5]([CH2:6][C:7]2[S:8][C:9]([CH3:28])=[C:10]([CH3:27])[C:11]=2[C:12]([C:14]2[CH:19]=[CH:18][C:17]([O:20]C)=[C:16]([CH:22]3[CH2:26][CH2:25][CH2:24][CH2:23]3)[CH:15]=2)=[O:13])=[CH:4][CH:3]=1.CC1SC=CC=1C>C(Cl)Cl>[Br:1][C:2]1[CH:30]=[CH:29][C:5]([CH2:6][C:7]2[S:8][C:9]([CH3:28])=[C:10]([CH3:27])[C:11]=2[C:12]([C:14]2[CH:19]=[CH:18][C:17]([OH:20])=[C:16]([CH:22]3[CH2:26][CH2:25][CH2:24][CH2:23]3)[CH:15]=2)=[O:13])=[CH:4][CH:3]=1. Procedure: The title compound was prepared according to the procedure in Example 5, step 3 using [2-(4-bromobenzyl)4,5-dimethyl-thiophen-3-yl]-(3-cyclopentyl-4-methoxy-phenyl)-methanone (4.05 g, 8.39 mmol) and 1M boron tribromide/CH2Cl 2(26.0 mL) in CH2Cl2. Purification on Biotage KP-Sil eluting with 15% acetone/hexane gave 2.90 g (74%) of the title compound. (DMSO-d6) δ1.41-1.48 (m, 2 H), 1.59-1.74 (m, 4 H), 1.82 (s, 3 H), 1.89-1.96 (m, 2 H), 2.27 (s, 3 H), 3.20 (quintet, 1 H), 3.84 (s, 2 H), 6.88 (d, 1 H... The reactants are BrC=1C=C(C=O)C=CC1O (3-Bromo-4-hydroxybenzaldehyde), C(CC)N (n-propylamine), aldimine, [N+](=O)([O-])C (nitromethane), C(C)(=O)O (acetic acid). The solvent is O (water), O (water), C1=CC=CC=C1 (benzene). Run at time 3 hour. Yields the product BrC=1C=C(C=C[N+](=O)[O-])C=CC1O (3-Bromo-4-hydroxynitrostyrene). Reaction SMILES: [Br:1][C:2]1[CH:3]=[C:4]([CH:7]=[CH:8][C:9]=1[OH:10])[CH:5]=O.C(N)CC.[N+:15]([CH3:18])([O-:17])=[O:16].C(O)(=O)C>C1C=CC=CC=1.O>[Br:1][C:2]1[CH:3]=[C:4]([CH:7]=[CH:8][C:9]=1[OH:10])[CH:5]=[CH:18][N+:15]([O-:17])=[O:16]. Reported procedure: 3-Bromo-4-hydroxybenzaldehyde (20.1 g.) and n-propylamine (7.6 g.) were refluxed in dry benzene (150 ml.) using Dean-Stark water separator for 3 hours. Benzene phase was concentrated to get the crude aldimine as an oily product. The aldimine (24.2 g), nitromethane (24 ml.) and glacial acetic acid (72 ml.) were refluxed for 45 minutes. The reaction mixture was diluted with cold water. The solid was filtered off and crystallised from aqueous ethanol to obtain the title product; m.p. 132°-34° C. Reactants: C1(C=2C(C(=O)O1)=CC=CC2)=O (phthalic anhydride), CC1=C(O)C=CC=C1O (2-methylresorcinol). Reagents/catalysts: [Cl-].[Cl-].[Zn+2] (ZnCl2). Run in Cl (HCl). Reaction conditions: temperature 230 celsius. Yields the product CC1=C(C=CC2=C1OC3=C(C24C5=CC=CC=C5C(=O)O4)C=CC(=C3C)O)O (4′,5′-dimethylfluorescein). Reaction SMILES: [C:1]1(=[O:11])[O:6][C:4](=O)[C:3]2=[CH:7][CH:8]=[CH:9][CH:10]=[C:2]12.[CH3:12][C:13]1[C:19]([OH:20])=[CH:18][CH:17]=[CH:16][C:14]=1[OH:15]>Cl.[Cl-].[Cl-].[Zn+2]>[CH3:12][C:13]1[C:14]2[O:15][C:19]3[C:13]([CH3:12])=[C:14]([OH:15])[CH:16]=[CH:17][C:18]=3[C:4]3([O:6][C:1](=[O:11])[C:2]4[C:3]3=[CH:7][CH:8]=[CH:9][CH:10]=4)[C:16]=2[CH:17]=[CH:18][C:19]=1[OH:20] |f:3.4.5|. Reported procedure: In a round bottom flask, phthalic anhydride (16.7 g, 113 mmol) and 2-methylresorcinol (24.9 g, 201 mmol) were combined and melted into a brown liquid at 150° C. Fused ZnCl2 (15 g, 110 mmol) was added over 40 min, and the temperature was slowly increased to 230° C. until all material solidified. The brick red solid was pulverized and boiled in 6M HCl for 30 min. The red solid was collected on a glass frit, washed with water, and dried in air over night (yield: 32.62 g, 91% of the theoretical yiel... The product is FC1=CC2=C(C(=NS2)C2CCNCC2)C=C1 (6-fluoro-3-(4-piperidinyl)-1,2-benzisothiazole). Run in O (water). Reported procedure: Reflux a solution of 4-(6-fluoro-1,2-benzisothiazol-3-yl)-1-piperidinecarboxaldehyde (Tetrahedron Lett., 1993, 34, 6525–6528, 12 g, 0.045 mol), 3N hydrochloric acid and ethanol (100 mL) for 3 hours. Stir at ambient temperature for 16 hours, add water and stir with ice bath chilling while adding sodium hydroxide solution until the mixture was basic. Extract with ethyl acetate, wash the extract with water, dry (MgSO4), filter and concentrate the filtrate to afford an oil which solidified on standi... Isolated yield 86.5%. RXN SMILES: [F:1][C:2]1[CH:18]=[CH:17][C:5]2[C:6]([CH:9]3[CH2:14][CH2:13][N:12](C=O)[CH2:11][CH2:10]3)=[N:7][S:8][C:4]=2[CH:3]=1.Cl.C(O)C.[OH-].[Na+]>O>[F:1][C:2]1[CH:18]=[CH:17][C:5]2[C:6]([CH:9]3[CH2:10][CH2:11][NH:12][CH2:13][CH2:14]3)=[N:7][S:8][C:4]=2[CH:3]=1 |f:3.4|. Reactants: FC1=CC2=C(C(=NS2)C2CCN(CC2)C=O)C=C1 (4-(6-fluoro-1,2-benzisothiazol-3-yl)-1-piperidinecarboxaldehyde), Cl (hydrochloric acid), C(C)O (ethanol), [OH-].[Na+] (sodium hydroxide). Reaction conditions: time 16 hour.